This data is from the Open Reaction Database (ORD), a public repository of structured organic reaction records. The task is: describe an organic reaction: reactants, conditions, products, and yield The reactants are NC=1C2=C(N=CN1)N(N=N2)C2C=CCC2 ((±)-7-Amino-3-(2-cyclopenten-1-yl)-1,2,3-triazolo[4,5-d]pyrimidine), O.C[N+]1(CCOCC1)[O-] (N-methylmorpholine N-oxide monohydrate), O (water). The reagents and catalysts are [Os](=O)(=O)(=O)=O (osmium tetroxide). Run in C(C)(C)(C)O (t-butyl alcohol), C(C)(C)(C)O (t-butylalcohol). Conditions: temperature 25 celsius, time 18 hour. Yields the product NC=1C2=C(N=CN1)N(N=N2)[C@H]2[C@@H]([C@@H](CC2)O)O ((±)-(1R*,2S*,3R*)-3-(7-Amino-3H-1,2,3-triazolo[4,5-d]pyrimidin-3-yl)-1,2-cyclopentanediol). RXN SMILES: [NH2:1][C:2]1[C:3]2[N:10]=[N:9][N:8]([CH:11]3[CH2:15][CH2:14][CH:13]=[CH:12]3)[C:4]=2[N:5]=[CH:6][N:7]=1.[OH2:16].C[N+]1([O-])CCOCC1.[OH2:25]>C(O)(C)(C)C.[Os](=O)(=O)(=O)=O>[NH2:1][C:2]1[C:3]2[N:10]=[N:9][N:8]([C@@H:11]3[CH2:15][CH2:14][C@@H:13]([OH:16])[C@H:12]3[OH:25])[C:4]=2[N:5]=[CH:6][N:7]=1 |f:1.2|. Procedure: (±)-7-Amino-3-(2-cyclopenten-1-yl)-1,2,3-triazolo[4,5-d]pyrimidine (4.80 g, 23.7 mmol), N-methylmorpholine N-oxide monohydrate (3.15 g, 26.1 mmol as 97%), water (35 ml), t-butylalcohol (175 ml) and 2.5% osmium tetroxide in t-butyl alcohol (1.0 ml) were refluxed for 3 hours and then stirred at 25° C. for 18 hours. The resulting mixture was evaporated to dryness and chromatographed on silica gel. Title compound was eluted with MeOH:CHCl3 /1:3 to give white crystals after two recrystallizations fro...